Dataset: the Open Reaction Database (ORD), a public repository of structured organic reaction records. Task: describe an organic reaction: reactants, conditions, products, and yield The reactants are ClC1=NC=C(C(=N1)Cl)F (2,4-dichloro-5-fluoropyrimidine), NC=1C=C2C=CNC2=CC1 (5-aminoindole). Product: N1C=CC2=CC(=CC=C12)NC1=NC=C(C(=N1)NC=1C=C2C=CNC2=CC1)F (N2,N4-bis(indol-5-yl)-5-fluoro-2,4-pyrimidinediamine). As a reaction SMILES: Cl[C:2]1[N:7]=[C:6](Cl)[C:5]([F:9])=[CH:4][N:3]=1.[NH2:10][C:11]1[CH:12]=[C:13]2[C:17](=[CH:18][CH:19]=1)[NH:16][CH:15]=[CH:14]2>>[NH:16]1[C:17]2[C:13](=[CH:12][C:11]([NH:10][C:2]3[N:7]=[C:6]([NH:10][C:11]4[CH:12]=[C:13]5[C:17](=[CH:18][CH:19]=4)[NH:16][CH:15]=[CH:14]5)[C:5]([F:9])=[CH:4][N:3]=3)=[CH:19][CH:18]=2)[CH:14]=[CH:15]1. Procedure details: In like manner to the preparation of N2,N4-bis(3-hydroxyphenyl)-5-fluoro-2,4-pyrimidinediamine, 2,4-dichloro-5-fluoropyrimidine and 5-aminoindole were reacted to yield N2,N4-bis(indol-5-yl)-5-fluoro-2,4-pyrimidinediamine. LCMS: ret. time: 20.26 min.; purity: 99%; MS (m/e): 359 (MH+). Reactants: resultant mixture, ice water, [H-].[Na+] (Sodium hydride), ClC=1C=C(C(=O)O)C=C(C1OCC#C)OCC#C (3-chloro-4,5-dipropargyloxybenzoic acid), C(C#C)Br (Propargyl bromide). The solvent is CN(C=O)C (N,N-dimethylformamide). Conditions: time 1 hour. The product is ClC=1C=C(C(=O)OCC#C)C=C(C1OCC#C)OCC#C (propargyl 3-chloro-4,5-dipropargyloxybenzoate). Yield: 60.0%. As a reaction SMILES: [H-].[Na+].[Cl:3][C:4]1[CH:5]=[C:6]([CH:10]=[C:11]([O:17][CH2:18][C:19]#[CH:20])[C:12]=1[O:13][CH2:14][C:15]#[CH:16])[C:7]([OH:9])=[O:8].[CH2:21](Br)[C:22]#[CH:23]>CN(C)C=O>[Cl:3][C:4]1[CH:5]=[C:6]([CH:10]=[C:11]([O:17][CH2:18][C:19]#[CH:20])[C:12]=1[O:13][CH2:14][C:15]#[CH:16])[C:7]([O:9][CH2:23][C:22]#[CH:21])=[O:8] |f:0.1|. Procedure details: Sodium hydride (0.23 g; 60% dispersion in mineral oil) was added to a solution of 3-chloro-4,5-dipropargyloxybenzoic acid (1.50 g) in N,N-dimethylformamide (50 ml) at 0° C., followed by stirring at room temperature for 1 hour. Propargyl bromide (0.80 g) was added thereto, and the resultant mixture was stirred at 90° C. for 5 minutes, poured into ice-water and extracted with ethyl acetate. The extract was washed with an aqueous potassium carbonate solution, dried over magnesium sulfate and concen... The product is COC(CC=1N=C(OC1C)C=1C=NC(=CC1)Cl)=O ([2-(6-Chloro-pyridin-3-yl)-5-methyl-oxazol-4-yl]-acetic acid methyl ester). Isolated yield 28.2%. Reactants: COC(=O)CC(C(C)OC(C1=CN=C(C=C1)Cl)=O)=O (6-chloro-nicotinic acid 3-methoxycarbonyl-1-methyl-2-oxo-propyl ester), C(C)(=O)[O-].[NH4+] (ammonium acetate). Procedure: A mixture of 6-chloro-nicotinic acid 3-methoxycarbonyl-1-methyl-2-oxo-propyl ester (16.3 g, 57.1 mmol) and ammonium acetate (18.5 g, 240 mmol) in ethanol (150 mL) is heated at 80° C. for 2 h, concentrated. The residue is taken into acetic acid (330 mL) and heated to reflux overnight, concentrated. The residue is taken into ethyl acetate and washed with water, dried, concentrated, purified by column giving [2-(6-Chloro-pyridin-3-yl)-5-methyl-oxazol-4-yl]-acetic acid methyl ester (4.3 g). Solvent: C(C)O (ethanol). Conditions: temperature 80 celsius. Reaction SMILES: [CH3:1][O:2][C:3]([CH2:5][C:6](=O)[CH:7]([O:9][C:10](=O)[C:11]1[CH:16]=[CH:15][C:14]([Cl:17])=[N:13][CH:12]=1)[CH3:8])=[O:4].C([O-])(=O)C.[NH4+:24]>C(O)C>[CH3:1][O:2][C:3](=[O:4])[CH2:5][C:6]1[N:24]=[C:10]([C:11]2[CH:12]=[N:13][C:14]([Cl:17])=[CH:15][CH:16]=2)[O:9][C:7]=1[CH3:8] |f:1.2|. The reactants are CCOP(=O)(CCN)OCC, CCOc1c(OCC)c(=O)c1=O, CCO. Yields the product CCOc1c(NCCP(=O)(OCC)OCC)c(=O)c1=O. RXN SMILES: [CH2:13]([CH3:14])[O:15][P:16]([O:17][CH2:18][CH3:19])(=[O:20])[CH2:21][CH2:22][NH2:23].[CH2:1]([O:2][c:4]1[c:5](=[O:12])[c:6](=[O:11])[c:7]1[O:8][CH2:9][CH3:10])[CH3:3].[CH3:24][CH2:25][OH:26]>>[c:4]1([NH:23][CH2:22][CH2:21][P:16]([O:15][CH2:13][CH3:14])([O:17][CH2:18][CH3:19])=[O:20])[c:5](=[O:12])[c:6](=[O:11])[c:7]1[O:8][CH2:9][CH3:10]. The reactants are C(C)(C)(C)OC(NCCCCC1=CC=C(C=C1)O)=O ([4-(4-hydroxyphenyl)butyl]carbamic acid tert-butyl ester), C(=O)([O-])[O-].[Cs+].[Cs+] (Cs2CO3), CN(C)C=O (DMF). Run at temperature 65 celsius, time 8 hour. Yields the product C(C)(C)(C)OC(NCCCCC1=CC=C(C=C1)OCC#N)=O ([4-(4-Cyanomethoxyphenyl)butyl]carbamic acid tert-butyl ester). Yield: 38.0%. As a reaction SMILES: [C:1]([O:5][C:6](=[O:19])[NH:7][CH2:8][CH2:9][CH2:10][CH2:11][C:12]1[CH:17]=[CH:16][C:15]([OH:18])=[CH:14][CH:13]=1)([CH3:4])([CH3:3])[CH3:2].[C:20]([O-])([O-])=O.[Cs+].[Cs+].C[N:27]([CH:29]=O)C>>[C:1]([O:5][C:6](=[O:19])[NH:7][CH2:8][CH2:9][CH2:10][CH2:11][C:12]1[CH:13]=[CH:14][C:15]([O:18][CH2:20][C:29]#[N:27])=[CH:16][CH:17]=1)([CH3:4])([CH3:2])[CH3:3] |f:1.2.3|. Procedure details: A mixture of [4-(4-hydroxyphenyl)butyl]carbamic acid tert-butyl ester 31 (0.365 g, 1.37 mmol) and Cs2CO3 (0.672 g, 2.06 mmol) in anhydrous DMF (8 mL) was heated at 65° C. for 30 min. lodoacetonitrile (0.276 g, 1.651 mmol) was then added to the mixture in one portion. The mixture was stirred at 65° C. overnight, and then cooled to room temperature. The precipitated solid was filtered, and the filtrate was partitioned between water and dichloroniethane (each 50 mL). The organic layer was separated... The reactants are FC(C1=CC=C(C=C1)CNC(C1=C(C=CC(=C1)C=O)OC)=O)(F)F (N-[[4-(trifluoromethyl)phenyl]methyl]-5-formyl-2-methoxybenzamide), ice water, C(C)OP(=O)(OCC)C(C(=O)OCC)OC (Ethyl 2-(diethoxyphosphoryl)-2-methoxyacetate), CC(C)([O-])C.[K+] (potassium t-butoxide). The solvent is O1CCCC1 (tetrahydrofuran), O1CCCC1 (tetrahydrofuran). The product is COC(C(=O)OCC)=CC1=CC(=C(C=C1)OC)C(NCC1=CC=C(C=C1)C(F)(F)F)=O (Ethyl 2-methoxy-3-[4-methoxy-3-[N-[[4-(trifluoromethyl)phenyl]methyl]carbamoyl]phenyl]acrylate). Isolated yield 75.4%. As a reaction SMILES: C(OP([CH:9]([O:15][CH3:16])[C:10]([O:12][CH2:13][CH3:14])=[O:11])(OCC)=O)C.CC(C)([O-])C.[K+].[F:23][C:24]([F:46])([F:45])[C:25]1[CH:30]=[CH:29][C:28]([CH2:31][NH:32][C:33](=[O:44])[C:34]2[CH:39]=[C:38]([CH:40]=O)[CH:37]=[CH:36][C:35]=2[O:42][CH3:43])=[CH:27][CH:26]=1>O1CCCC1>[CH3:16][O:15][C:9](=[CH:40][C:38]1[CH:37]=[CH:36][C:35]([O:42][CH3:43])=[C:34]([C:33](=[O:44])[NH:32][CH2:31][C:28]2[CH:29]=[CH:30][C:25]([C:24]([F:23])([F:45])[F:46])=[CH:26][CH:27]=2)[CH:39]=1)[C:10]([O:12][CH2:13][CH3:14])=[O:11] |f:1.2|. Procedure details: Ethyl 2-(diethoxyphosphoryl)-2-methoxyacetate (265 mg, 1.10 mmol) was dissolved in 3 ml of dehydrated tetrahydrofuran and potassium t-butoxide (123 mg, 1.10 mmol) was added under stirring and cooling with ice under an atmosphere of argon, which was stirred for 30 minutes. Next, N-[[4-(trifluoromethyl)phenyl]methyl]-5-formyl-2-methoxybenzamide (338 mg, 1.00 mmol) dissolved in 2 ml of dehydrated tetrahydrofuran was added. After stirring for 1 hour at room temperature, the reaction mixture was pour... RXN SMILES: [CH2:1]([O:4][CH:5]1[C:10](OC)([O:11]C)[CH2:9][CH2:8][N:7]([C:15]([O:17][C:18]([CH3:21])([CH3:20])[CH3:19])=[O:16])[CH2:6]1)[CH:2]=[CH2:3].O.C(O)(C(F)(F)F)=O.C(OC(OC(C)(C)C)=O)(OC(C)(C)C)=O>>[CH2:1]([O:4][CH:5]1[C:10](=[O:11])[CH2:9][CH2:8][N:7]([C:15]([O:17][C:18]([CH3:21])([CH3:20])[CH3:19])=[O:16])[CH2:6]1)[CH:2]=[CH2:3] |f:1.2|. Procedure details: The same operation as in Example (90b) was performed using tert-butyl 3-allyloxy-4,4-dimethoxypiperidine-1-carboxylate obtained in Example (113a) (5.64 g, 18.7 mmol), a water/TFA mixed solution (1/1, 35 mL) and di-tert-butyl dicarbonate (4.8 g, 22 mol). The resulting residue was purified by silica gel column chromatography (elution solvent: hexane/ethyl acetate=10/1, 5/1, 2/1, 1/1) to obtain 4.37 g of the title compound as a light brown oily substance (91%). Isolated yield 91.5%. Starting materials: C(C=C)OC1CN(CCC1(OC)OC)C(=O)OC(C)(C)C (tert-Butyl 3-allyloxy-4,4-dimethoxypiperidine-1-carboxylate), O.C(=O)(C(F)(F)F)O (water TFA), C(=O)(OC(C)(C)C)OC(=O)OC(C)(C)C (di-tert-butyl dicarbonate). The product is C(C=C)OC1CN(CCC1=O)C(=O)OC(C)(C)C (tert-Butyl 3-allyloxy-4-oxopiperidine-1-carboxylate). Starting materials: C1CCOC1, CCOC(=O)CP(=O)(OCC)OCC, CCOC(C)=O, [LiH], Nc1ncnn2cc(C=O)c(-c3ccc([N+](=O)[O-])cc3)c12, [Na+], O=C([O-])O. The product is CCOC(=O)C=Cc1cn2ncnc(N)c2c1-c1ccc([N+](=O)[O-])cc1. Reaction SMILES: [CH2:42]1[O:43][CH2:44][CH2:45][CH2:46]1.[CH3:2][CH2:3][O:4][C:5](=[O:6])[CH2:7][P:8]([O:9][CH2:10][CH3:11])([O:12][CH2:13][CH3:14])=[O:15].[CH3:47][CH2:48][O:49][C:50]([CH3:51])=[O:52].[LiH:1].[NH2:16][c:17]1[n:18][cH:19][n:20][n:21]2[c:22]1[c:23](-[c:28]1[cH:29][cH:30][c:31]([N+:34](=[O:35])[O-:36])[cH:32][cH:33]1)[c:24]([CH:26]=[O:27])[cH:25]2.[Na+:41].[O-:37][C:38]([OH:39])=[O:40]>>[CH3:2][CH2:3][O:4][C:5](=[O:6])[CH:7]=[CH:26][c:24]1[c:23](-[c:28]2[cH:29][cH:30][c:31]([N+:34](=[O:35])[O-:36])[cH:32][cH:33]2)[c:22]2[c:17]([NH2:16])[n:18][cH:19][n:20][n:21]2[cH:25]1. Reactants: C(C)=O (acetaldehyde), C(#N)[BH3-].[Na+] (sodium cyanoborohydride), C(C)(=O)[O-].[NH4+] (ammonium acetate), C(C)(C)(C)OC(=O)N1[C@@H](CC1)CNC1=CC=C(C=C1)Cl ((S)-2-[(4-Chloro-phenylamino)-methyl]-azetidine-1-carboxylic acid tert-butyl ester). The reagents and catalysts are [Cl-].[Zn+2].[Cl-] (zinc chloride). Run in CO (methanol). Conditions: temperature 40 celsius, time 8 hour. The product is N1C(CC1)C[C@H](C)NC1=CC=C(C=C1)Cl ((S)-1-Azetidin-2-ylmethyl-(4-chloro-phenyl)-ethyl-amine). As a reaction SMILES: C(OC(N1[CH2:11][CH2:10][C@H:9]1[CH2:12][NH:13][C:14]1[CH:19]=[CH:18][C:17]([Cl:20])=[CH:16][CH:15]=1)=O)(C)(C)C.C(=O)C.[C:24]([BH3-])#[N:25].[Na+].[C:28]([O-])(=O)C.[NH4+]>CO.[Cl-].[Zn+2].[Cl-]>[NH:25]1[CH2:24][CH2:11][CH:10]1[CH2:9][C@@H:12]([NH:13][C:14]1[CH:15]=[CH:16][C:17]([Cl:20])=[CH:18][CH:19]=1)[CH3:28] |f:2.3,4.5,7.8.9|. Procedure: (S)-2-[(4-Chloro-phenylamino)-methyl]-azetidine-1-carboxylic acid tert-butyl ester (0.08 g, 0.27 mmol) was dissolved in methanol (3 ml), then acetaldehyde (0.059 g, 1.35 mmol), zinc chloride (0.147 g, 1.1 mmol) and sodium cyanoborohydride (0.51 g, 0.81 mmol) were added and the mixture was stirred overnight at 40° C. Saturated ammonium acetate solution (10 ml) was added and extracted with ethyl acetate (3×30 ml). The combined organic layers were dried with magnesium sulphate, filtered and concent...